From a dataset of the Open Reaction Database (ORD), a public repository of structured organic reaction records. describe an organic reaction: reactants, conditions, products, and yield Conditions: temperature 100 celsius. Reaction SMILES: [F:1][CH:2]([F:11])[C:3](=O)[CH2:4][C:5](OCC)=[O:6].[CH3:12][NH:13][NH2:14]>C1(C)C=CC=CC=1>[F:1][CH:2]([F:11])[C:3]1[CH2:4][C:5](=[O:6])[N:13]([CH3:12])[N:14]=1. Procedure: Ethyl 4,4-difluoroacetoacetate (30.12 g, 0.172 mol) was stirred in toluene (600 mL) over ice water. Solution of N-methylhydrazine (7.6 mL, 0.14 mol) in toluene (200 mL) was added slowly, dropwise over 20 min. The reaction mixture was heated at 100° C. for 2 hours. The reaction mixture evaporated to dryness. The resulting material was triturated with methyl t-butylether/heptane to give 3-(difluoromethyl)-1-methyl-1H-pyrazol-5(4H)-one in three batches (total 10.7 g, 51%) as orange powder. This mat... The solvent is C1(=CC=CC=C1)C (toluene), C1(=CC=CC=C1)C (toluene). The product is FC(C1=NN(C(C1)=O)C)F (3-(difluoromethyl)-1-methyl-1H-pyrazol-5(4H)-one). Starting materials: FC(C(CC(=O)OCC)=O)F (Ethyl 4,4-difluoroacetoacetate), ice water, CNN (N-methylhydrazine). Starting materials: CCN, [Cl-], C[Si](C)(C)c1ccc(Cl)c(F)c1C(=O)O. The product is O=C(O)c1cccc(Cl)c1F. RXN SMILES: [CH3:17][CH2:18][NH2:19].[Cl-:16].[Cl:1][c:2]1[c:3]([F:15])[c:4]([C:5](=[O:6])[OH:7])[c:8]([Si:11]([CH3:12])([CH3:13])[CH3:14])[cH:9][cH:10]1>>[Cl:1][c:2]1[c:3]([F:15])[c:4]([C:5](=[O:6])[OH:7])[cH:8][cH:9][cH:10]1. The reactants are [OH-].[NH4+] (ammonium hydroxide), C(=O)(O)C=1C=C2COC(C2=CC1)(CCCN(C)C)C1=CC=C(C=C1)F (5-Carboxy-1-(4-fluorophenyl)-1-(3-dimethylaminopropyl)-1,3-dihydro-isobenzofuran), S(=O)(=O)(N)N (sulfamide), S(=O)(Cl)Cl (Thionylchloride). The solvent is CCCCCCC (n-heptane), O (water), CCCCCCC (n-heptane), S1(=O)(=O)CCCC1 (sulfolane). Conditions: temperature 130 celsius, time 15 minute. Product: C(#N)C=1C=C2COC(C2=CC1)(CCCN(C)C)C1=CC=C(C=C1)F (5-Cyano-1-(4-fluorophenyl)-1-(3-dimethylaminopropyl)-1,3-dihydro-isobenzofuran). Reaction SMILES: [C:1]([C:4]1[CH:5]=[C:6]2[C:10](=[CH:11][CH:12]=1)[C:9]([C:19]1[CH:24]=[CH:23][C:22]([F:25])=[CH:21][CH:20]=1)([CH2:13][CH2:14][CH2:15][N:16]([CH3:18])[CH3:17])[O:8][CH2:7]2)(O)=O.S(N)([NH2:29])(=O)=O.S(Cl)(Cl)=O.[OH-].[NH4+]>S1(CCCC1)(=O)=O.CCCCCCC.O>[C:1]([C:4]1[CH:5]=[C:6]2[C:10](=[CH:11][CH:12]=1)[C:9]([C:19]1[CH:24]=[CH:23][C:22]([F:25])=[CH:21][CH:20]=1)([CH2:13][CH2:14][CH2:15][N:16]([CH3:17])[CH3:18])[O:8][CH2:7]2)#[N:29] |f:3.4|. Reported procedure: 5-Carboxy-1-(4-fluorophenyl)-1-(3-dimethylaminopropyl)-1,3-dihydro-isobenzofuran (5 g, 0.015 mole) and sulfamide (1.65 g, 0.017 mole) were dissolved in sulfolane (15 mL). Thionylchloride (2.25 g, 0.019 mole) was added at room temperature and the temperature of the reaction mixture was raised to 130° C. for 2 hours. The reaction mixture was allowed to cool to 75° C. and water (25 mL) was added. The temperature was held at 75° C. for 15 min, and then the reaction mixture was cooled to room tempera... Starting materials: BrC1=CC=C(C=C1)N1N=C(N=C1)OC(C)C(=O)OCC (1-(4-bromophenyl)-3-(1-ethoxycarbonylethoxy)-1,2,4-1H-triazole), [OH-].[K+] (potassium hydroxide). Run in C(C)O (ethanol). The product is BrC1=CC=C(C=C1)N1N=C(N=C1)OC(C)C(=O)O (1-(4-bromophenyl)-3-(1-carboxyethoxy)-1,2,4-1H-triazole). As a reaction SMILES: [Br:1][C:2]1[CH:7]=[CH:6][C:5]([N:8]2[CH:12]=[N:11][C:10]([O:13][CH:14]([C:16]([O:18]CC)=[O:17])[CH3:15])=[N:9]2)=[CH:4][CH:3]=1.[OH-].[K+]>C(O)C>[Br:1][C:2]1[CH:7]=[CH:6][C:5]([N:8]2[CH:12]=[N:11][C:10]([O:13][CH:14]([C:16]([OH:18])=[O:17])[CH3:15])=[N:9]2)=[CH:4][CH:3]=1 |f:1.2|. Procedure: Ten g of the compound of Example 19 was refluxed for 10 minutes with 3.3 g of potassium hydroxide in 150 ml of ethanol, and the product was collected as described in Example 22 and recrystallized from ethanol to obtain 8.0 g of the desired product, m.p. 195°-197°.